From a dataset of the Open Reaction Database (ORD), a public repository of structured organic reaction records. describe an organic reaction: reactants, conditions, products, and yield Reactants: CCO, Cl, [Fe], O=[N+]([O-])c1cc(I)cnc1F, O. Yields the product Nc1cc(I)cnc1F. RXN SMILES: [CH3:12][CH2:13][OH:14].[ClH:15].[Fe:16].[I:1][c:2]1[cH:3][c:4]([N+:9]([O-:10])=[O:11])[c:5]([F:8])[n:6][cH:7]1.[OH2:17]>>[I:1][c:2]1[cH:3][c:4]([NH2:9])[c:5]([F:8])[n:6][cH:7]1. Starting materials: C(C)(C)(C)OC(=O)N1CCC(CC1)OC=1C=C(C(=O)O)C=CC1 (3-(1-tert-butoxycarbonylpiperidin4-yloxy)benzoic acid), NC=1C=C(C=CC1C)NC(C1=CC(=CC=C1)N1CCCCC1)=O (N-(3-amino-4-methylphenyl)-3-piperidinobenzamide). Yields the product CC1=C(C=C(C=C1)NC(C1=CC(=CC=C1)N1CCCCC1)=O)NC(C1=CC(=CC=C1)OC1CCN(CC1)C(=O)OC(C)(C)C)=O (N-[2-methyl-5-(3-piperidinobenzamido)phenyl]-3-(1-tert-butoxycarbonylpiperidin-4-yloxy)benzamide). Yield: 57.0%. RXN SMILES: [C:1]([O:5][C:6]([N:8]1[CH2:13][CH2:12][CH:11]([O:14][C:15]2[CH:16]=[C:17]([CH:21]=[CH:22][CH:23]=2)[C:18](O)=[O:19])[CH2:10][CH2:9]1)=[O:7])([CH3:4])([CH3:3])[CH3:2].[NH2:24][C:25]1[CH:26]=[C:27]([NH:32][C:33](=[O:46])[C:34]2[CH:39]=[CH:38][CH:37]=[C:36]([N:40]3[CH2:45][CH2:44][CH2:43][CH2:42][CH2:41]3)[CH:35]=2)[CH:28]=[CH:29][C:30]=1[CH3:31]>>[CH3:31][C:30]1[CH:29]=[CH:28][C:27]([NH:32][C:33](=[O:46])[C:34]2[CH:39]=[CH:38][CH:37]=[C:36]([N:40]3[CH2:41][CH2:42][CH2:43][CH2:44][CH2:45]3)[CH:35]=2)=[CH:26][C:25]=1[NH:24][C:18](=[O:19])[C:17]1[CH:21]=[CH:22][CH:23]=[C:15]([O:14][CH:11]2[CH2:10][CH2:9][N:8]([C:6]([O:5][C:1]([CH3:3])([CH3:2])[CH3:4])=[O:7])[CH2:13][CH2:12]2)[CH:16]=1. Procedure details: Using an analogous procedure to that described in the first paragraph of Example 25, 3-(1-tert-butoxycarbonylpiperidin4-yloxy)benzoic acid was reacted with N-(3-amino-4-methylphenyl)-3-piperidinobenzamide to give N-[2-methyl-5-(3-piperidinobenzamido)phenyl]-3-(1-tert-butoxycarbonylpiperidin-4-yloxy)benzamide in 57% yield; NMR Spectrun: (DMSOd6) 1.39 (s, 9H), 1.54 (m, 4H), 1.62 (m, 4H), 1.91 (m, 2H), 2.19 (s, 3H), 3.2 (m, 4H), 3.65 (m, 2H), 4.64 (m, 4H), 7.09 (m, 1H), 7.19 (m, 2H), 7.27 (m, 2H), ... Starting materials: ClC=1C=C2C(=CNC2=CC1)CN1N=C2N(C(N(C(C2=C1C1=CC(=CN1C)C(=O)O)=O)C)=O)CC1CC1 (5-[2-[(5-chloro-1H-indol-3-yl)methyl]-7-(cyclopropylmethyl)-5-methyl-4,6-dioxo-4,5,6,7-tetrahydro-2H-pyrazolo[3,4-d]pyrimidin-3-yl]-1-methyl-1H-pyrrole-3-carboxylic acid), CN (methlamine), C(#N)P(OCC)(OCC)=O (diethyl cyanophosphonate). The product is ClC=1C=C2C(=CNC2=CC1)CN1N=C2N(C(N(C(C2=C1C1=CC(=CN1C)C(=O)NC)=O)C)=O)CC1CC1 (5-[2-[(5-chloro-1H-indol-3-yl)methyl]-7-(cyclopropylmethyl)-5-methyl-4,6-dioxo-4,5,6,7-tetrahydro-2H-pyrazolo[3,4-d]pyrimidin-3-yl]-N,1-dimethyl-1H-pyrrole-3-carboxamide). Reaction SMILES: [Cl:1][C:2]1[CH:3]=[C:4]2[C:8](=[CH:9][CH:10]=1)[NH:7][CH:6]=[C:5]2[CH2:11][N:12]1[C:20]([C:21]2[N:25]([CH3:26])[CH:24]=[C:23]([C:27](O)=[O:28])[CH:22]=2)=[C:19]2[C:14]([N:15]([CH2:33][CH:34]3[CH2:36][CH2:35]3)[C:16](=[O:32])[N:17]([CH3:31])[C:18]2=[O:30])=[N:13]1.CN.[C:39](P(=O)(OCC)OCC)#[N:40]>>[Cl:1][C:2]1[CH:3]=[C:4]2[C:8](=[CH:9][CH:10]=1)[NH:7][CH:6]=[C:5]2[CH2:11][N:12]1[C:20]([C:21]2[N:25]([CH3:26])[CH:24]=[C:23]([C:27]([NH:40][CH3:39])=[O:28])[CH:22]=2)=[C:19]2[C:14]([N:15]([CH2:33][CH:34]3[CH2:36][CH2:35]3)[C:16](=[O:32])[N:17]([CH3:31])[C:18]2=[O:30])=[N:13]1. Reported procedure: This compound was synthesized by the reaction of 5-[2-[(5-chloro-1H-indol-3-yl)methyl]-7-(cyclopropylmethyl)-5-methyl-4,6-dioxo-4,5,6,7-tetrahydro-2H-pyrazolo[3,4-d]pyrimidin-3-yl]-1-methyl-1H-pyrrole-3-carboxylic acid and methlamine using diethyl cyanophosphonate as a coupling reagent. Mass: 520.15 (M+H). As a reaction SMILES: [Na+:31].[OH-:30].[OH2:32].[c:1]1([S:2](=[O:3])(=[O:4])[n:10]2[c:11]3[n:12][cH:13][c:14]4[n:15][n:16][n:17]([CH:22]5[CH2:23][CH2:24][C:25]([OH:28])([CH3:29])[CH2:26][CH2:27]5)[c:18]4[c:19]3[cH:20][cH:21]2)[cH:5][cH:6][cH:7][cH:8][cH:9]1>>[nH:10]1[c:11]2[n:12][cH:13][c:14]3[n:15][n:16][n:17]([CH:22]4[CH2:23][CH2:24][C:25]([OH:28])([CH3:29])[CH2:26][CH2:27]4)[c:18]3[c:19]2[cH:20][cH:21]1. The product is CC1(O)CCC(n2nnc3cnc4[nH]ccc4c32)CC1. The reactants are [Na+], [OH-], O, CC1(O)CCC(n2nnc3cnc4c(ccn4S(=O)(=O)c4ccccc4)c32)CC1.